This data is from the Open Reaction Database (ORD), a public repository of structured organic reaction records. The task is: describe an organic reaction: reactants, conditions, products, and yield Reactants: acid chloride, C1=C(C=CC2=CC=CC=C12)OCCOC1=CC=C(C=C1)C(C(=O)O)=O (4-[[2-(2-naphthalenyloxy)ethyl]oxy]-alpha-oxobenzene-acetic acid), OCC(O)CO (glycerine). The solvent is ClCCl (dichloromethane), O1CCCC1 (tetrahydrofuran). Run at time 1 hour. Yields the product OC(COC(C(C1=CC=C(C=C1)OCCOC1=CC2=CC=CC=C2C=C1)=O)=O)CO (RAC.-4-[[2-(2-NAPHTHALENYLOXY)ETHYL]OXY]-ALPHA-OXOBENZENEACETIC ACID 2,3-DIHYDROXYPROPYL ESTER). As a reaction SMILES: [CH:1]1[C:10]2[C:5](=[CH:6][CH:7]=[CH:8][CH:9]=2)[CH:4]=[CH:3][C:2]=1[O:11][CH2:12][CH2:13][O:14][C:15]1[CH:20]=[CH:19][C:18]([C:21](=[O:25])[C:22]([OH:24])=[O:23])=[CH:17][CH:16]=1.[OH:26][CH2:27][CH:28]([CH2:30]O)[OH:29]>ClCCl.O1CCCC1>[OH:29][CH:28]([CH2:27][OH:26])[CH2:30][O:23][C:22](=[O:24])[C:21](=[O:25])[C:18]1[CH:19]=[CH:20][C:15]([O:14][CH2:13][CH2:12][O:11][C:2]2[CH:3]=[CH:4][C:5]3[C:10](=[CH:9][CH:8]=[CH:7][CH:6]=3)[CH:1]=2)=[CH:16][CH:17]=1. Reported procedure: The acid chloride, prepared from 4-[[2-(2-naphthalenyloxy)ethyl]oxy]-alpha-oxobenzene-acetic acid (0.5 g) as described in Example 6, was dissolved in dichloromethane (10 mL) and added dropwise to a stirred, cold (<-50° C.) mixture of glycerine (0.9 mL) in tetrahydrofuran (10 mL). The cooling bath was removed and the mixture stirred for 1 hour at room temperature. The mixture was diluted with dichloromethane and washed once with saturated aqueous sodium bicarbonate, once with water, and the organ... Yields the product CC(C)CCNCc1nc2ccccn2c1Cc1cc(Br)ccc1O. RXN SMILES: [B:27]([Br:28])([Br:29])[Br:30].[Br:1][c:2]1[cH:3][cH:4][c:5]([O:25][CH3:26])[c:6]([CH2:8][c:9]2[c:10]([CH2:18][NH:19][CH2:20][CH2:21][CH:22]([CH3:23])[CH3:24])[n:11][c:12]3[n:13]2[cH:14][cH:15][cH:16][cH:17]3)[cH:7]1.[Cl:31][CH2:32][Cl:33]>>[Br:1][c:2]1[cH:3][cH:4][c:5]([OH:25])[c:6]([CH2:8][c:9]2[c:10]([CH2:18][NH:19][CH2:20][CH2:21][CH:22]([CH3:23])[CH3:24])[n:11][c:12]3[n:13]2[cH:14][cH:15][cH:16][cH:17]3)[cH:7]1. Reactants: BrB(Br)Br, COc1ccc(Br)cc1Cc1c(CNCCC(C)C)nc2ccccn12, ClCCl. The reactants are C(C)(=O)Cl (acetyl chloride), CC1=NC(=C(C(=C1C(=O)OCCO)C1=CC(=CC=C1)[N+](=O)[O-])C(=O)OC(C)C)C (2-Hydroxyethyl isopropyl 2,6-dimethyl-4-(3-nitrophenyl)pyridine-3,5-dicarboxylate), O (water). The solvent is N1=CC=CC=C1 (pyridine). Reaction conditions: time 3 hour. Yields the product CC1=NC(=C(C(=C1C(=O)OCCOC(C)=O)C1=CC(=CC=C1)[N+](=O)[O-])C(=O)OC(C)C)C (2-Acetoxyethyl isopropyl 2,6-dimethyl-4-(3-nitrophenyl)pyridine-3,5-dicarboxylate). As a reaction SMILES: [CH3:1][C:2]1[C:7]([C:8]([O:10][CH2:11][CH2:12][OH:13])=[O:9])=[C:6]([C:14]2[CH:19]=[CH:18][CH:17]=[C:16]([N+:20]([O-:22])=[O:21])[CH:15]=2)[C:5]([C:23]([O:25][CH:26]([CH3:28])[CH3:27])=[O:24])=[C:4]([CH3:29])[N:3]=1.[C:30](Cl)(=[O:32])[CH3:31].O>N1C=CC=CC=1>[CH3:1][C:2]1[C:7]([C:8]([O:10][CH2:11][CH2:12][O:13][C:30](=[O:32])[CH3:31])=[O:9])=[C:6]([C:14]2[CH:19]=[CH:18][CH:17]=[C:16]([N+:20]([O-:22])=[O:21])[CH:15]=2)[C:5]([C:23]([O:25][CH:26]([CH3:27])[CH3:28])=[O:24])=[C:4]([CH3:29])[N:3]=1. Reported procedure: 20.1 g (50 mmols) of 2-hydroxyethyl isopropyl 2,6-dimethyl-4-(3-nitrophenyl)pyridine-3,5-dicarboxylate (Example 1) were dissolved in 75 ml of pyridine. 5.9 g (75 mmoles) of acetyl chloride were added to this. After the exothermic reaction was over, the reaction mixture was stirred at room temperature for 3 hours, poured into water and extracted with CH2Cl2. The organic extracts were washed with dilute hydrochloric acid and, after drying over sodium sulphate, evaporated in vacuo. The resulting oi...